describe an organic reaction: reactants, conditions, products, and yield From a dataset of the Open Reaction Database (ORD), a public repository of structured organic reaction records. Reactants: C(#N)[BH3-].[Na+] (sodium cyanoborohydride), C([O-])([O-])=O.[Na+].[Na+] (sodium carbonate), [H-].[Al+3].[Li+].[H-].[H-].[H-] (lithium aluminum hydride), C(C)N1C(=CC=C1)C(C1=CC(=CC=C1)N)=O (1-ethyl-2-(3'-aminobenzoyl)pyrrole), C(C)N1C(=CC=C1)C(C1=CC(=CC=C1)N)O (1-ethyl-2-(3'-amino-α-hydroxybenzyl)pyrrole). The solvent is C(C)(=O)O (acetic acid), O1CCCC1 (tetrahydrofuran), CO (methanol), O1CCCC1 (tetrahydrofuran). Reaction conditions: temperature 0 celsius, time 3 hour. The product is C(C)N1C(=CC=C1)CC1=CC(=CC=C1)N (1-ethyl-2-(3'-aminobenzyl)pyrrole). Yield: 84.2%. RXN SMILES: [H-].[Al+3].[Li+].[H-].[H-].[H-].[CH2:7]([N:9]1[CH:13]=[CH:12][CH:11]=[C:10]1[C:14](=O)[C:15]1[CH:20]=[CH:19][CH:18]=[C:17]([NH2:21])[CH:16]=1)[CH3:8].C(N1C=CC=C1C(O)C1C=CC=C(N)C=1)C.C([BH3-])#N.[Na+].C(=O)([O-])[O-].[Na+].[Na+]>O1CCCC1.CO.C(O)(=O)C>[CH2:7]([N:9]1[CH:13]=[CH:12][CH:11]=[C:10]1[CH2:14][C:15]1[CH:20]=[CH:19][CH:18]=[C:17]([NH2:21])[CH:16]=1)[CH3:8] |f:0.1.2.3.4.5,8.9,10.11.12|. Reported procedure: To a stirred suspension of 1.5 g (39 mmol) of lithium aluminum hydride in 100 ml of anhydrous tetrahydrofuran was added dropwise, at room temperature, a solution of 7.5 g (35 mmol) of 1-ethyl-2-(3'-aminobenzoyl)pyrrole in 100 ml of anhydrous tetrahydrofuran. The reaction mixture was refluxed for 15 minutes, cooled to 0° C. and the excess reagent destroyed by carefuly adding ethyl acetate, saturated sodium sulfate solution and solid anhydrous sodium sulfate. The insoluble material was separated b... Reactants: O (water), C1(=CC=C(C=C1)[Mg]Br)C (p-Tolylmagnesium bromide), C[Sn](C)(C)Cl (trimethyltin chloride), [Cl-].[NH4+] (ammonium chloride). Run in O1CCCC1 (tetrahydrofuran). The product is C1(=CC=C(C=C1)[Sn](C)(C)C)C (p-tolyltrimethyltin). Reaction SMILES: [C:1]1([CH3:9])[CH:6]=[CH:5][C:4]([Mg]Br)=[CH:3][CH:2]=1.[CH3:10][Sn:11](Cl)([CH3:13])[CH3:12].[Cl-].[NH4+].O>O1CCCC1>[C:1]1([CH3:9])[CH:6]=[CH:5][C:4]([Sn:11]([CH3:13])([CH3:12])[CH3:10])=[CH:3][CH:2]=1 |f:2.3|. Procedure details: p-Tolylmagnesium bromide solution (Aldrich) (1.0M solution in diethyl ether) (53 ml, 0.0530 mol) was added dropwise to trimethyltin chloride (6.92 g, 0.0347 mol) in tetrahydrofuran (50 ml) under nitrogen at -10° C. The suspension was allowed to warm slowly to room temperature over 3 h then saturated ammonium chloride solution (10 ml) was added followed by sufficient water to dissolve the precipitate. The solution was extracted three times with diethyl ether-hexane (1:1). The combined organic pha...